From a dataset of the Open Reaction Database (ORD), a public repository of structured organic reaction records. describe an organic reaction: reactants, conditions, products, and yield Starting materials: C(C1=CC=CC=C1)C(CC)(CC)N (3-benzylpentan-3-amine), ClC(C1N(O1)C(=O)OC(C)(C)C)(Cl)Cl (t-butyl 3-(trichloromethyl)-1,2-oxaziridine-2-carboxylate). Solvent: C(Cl)Cl (methylene chloride). The product is C(C1=CC=CC=C1)C(CC)(CC)NNC(=O)OC(C)(C)C (tert-butyl 2-(3-benzylpentan-3-yl)hydrazinecarboxylate). As a reaction SMILES: [CH2:1]([C:8]([NH2:13])([CH2:11][CH3:12])[CH2:9][CH3:10])[C:2]1[CH:7]=[CH:6][CH:5]=[CH:4][CH:3]=1.ClC(Cl)(Cl)C1O[N:17]1[C:19]([O:21][C:22]([CH3:25])([CH3:24])[CH3:23])=[O:20]>C(Cl)Cl>[CH2:1]([C:8]([NH:13][NH:17][C:19]([O:21][C:22]([CH3:25])([CH3:24])[CH3:23])=[O:20])([CH2:11][CH3:12])[CH2:9][CH3:10])[C:2]1[CH:7]=[CH:6][CH:5]=[CH:4][CH:3]=1. Procedure details: 2.68 g of 3-benzylpentan-3-amine was dissolved in 20 mL of methylene chloride, mixed with 4.8 g (18 mmol) of separately prepared t-butyl 3-(trichloromethyl)-1,2-oxaziridine-2-carboxylate under cooling with ice and stirred at room temperature for 30 mitues, and the reaction solution was washed with 10% aquoeous citric acid, with saturated aqueous sodium hydrogen carbonate and with saturated aqueous sodium chloride successively and dried over anhydrous sodium sulfate, and methylene chloride was re... The reactants are C(C)(C)(C)OC(NC1=C(C=C(C=C1)Cl)N)=O ((2-amino-4-chloro-phenyl)-carbamic acid tert-butyl ester), C(C)(C)(C)OC(CC(=O)C1=CC(=CC=C1)C1=CC(=NC(=C1)C)C)=O (3-[3-(2,6-dimethyl-pyridin-4-yl)-phenyl]-3-oxo-propionic acid tert-butyl ester). The product is C(C)(C)(C)OC(NC1=C(C=C(C=C1)Cl)NC(CC(=O)C1=CC(=CC=C1)C1=CC(=NC(=C1)C)C)=O)=O ((4-Chloro-2-{3-[3-(2,6-dimethyl-pyridin-4-yl)-phenyl]-3-oxo-propionylamino}-phenyl)-carbamic acid tert-butyl ester), foam. Isolated yield 49.0%. As a reaction SMILES: [C:1]([O:5][C:6](=[O:16])[NH:7][C:8]1[CH:13]=[CH:12][C:11]([Cl:14])=[CH:10][C:9]=1[NH2:15])([CH3:4])([CH3:3])[CH3:2].C([O:21][C:22](=O)[CH2:23][C:24]([C:26]1[CH:31]=[CH:30][CH:29]=[C:28]([C:32]2[CH:37]=[C:36]([CH3:38])[N:35]=[C:34]([CH3:39])[CH:33]=2)[CH:27]=1)=[O:25])(C)(C)C>>[C:1]([O:5][C:6](=[O:16])[NH:7][C:8]1[CH:13]=[CH:12][C:11]([Cl:14])=[CH:10][C:9]=1[NH:15][C:22](=[O:21])[CH2:23][C:24]([C:26]1[CH:31]=[CH:30][CH:29]=[C:28]([C:32]2[CH:33]=[C:34]([CH3:39])[N:35]=[C:36]([CH3:38])[CH:37]=2)[CH:27]=1)=[O:25])([CH3:4])([CH3:2])[CH3:3]. Procedure details: The title compound was prepared from (2-amino-4-chloro-phenyl)-carbamic acid tert-butyl ester (Example J4) (243 mg, 1.0 mmol) and 3-[3-(2,6-dimethyl-pyridin-4-yl)-phenyl]-3-oxo-propionic acid tert-butyl ester (Example K15) (325 mg, 1.0 mmol) according to the general procedure M. Obtained as a light brown foam (240 mg, 49%). The reactants are C(#N)C1CN(C1)C([C@@H](C)NC(=O)C1=CN(C2=NC=C(N=C21)C2=NN(C1=CC(=CC=C21)Cl)CC=C)COCC[Si](C)(C)C)=O (2-(1-allyl-6-chloro-1H-indazol-3-yl)-5-(2-trimethylsilanylethoxymethyl)-5H-pyrrolo[2,3-b]pyrazine-7-carboxylic acid [(R)-2-(3-cyano-azetidin-1-yl)-1-methyl-2-oxo-ethyl]-amide). Reagents/catalysts: [Pd] (Pd on carbon). Solvent: CO (MeOH). Run at time 1.5 hour. Yields the product C(#N)C1CN(C1)C([C@@H](C)NC(=O)C1=CN(C2=NC=C(N=C21)C2=NN(C1=CC(=CC=C21)Cl)CCC)COCC[Si](C)(C)C)=O (2-(6-chloro-1-propyl-1H-indazol-3-yl)-5-(2-trimethylsilanyl-ethoxymethyl)-5H-pyrrolo[2,3-b]pyrazine-7-carboxylic acid [(R)-2-(3-cyano-azetidin-1-yl)-1-methyl-2-oxo-ethyl]-amide). Isolated yield 76.5%. RXN SMILES: [C:1]([CH:3]1[CH2:6][N:5]([C:7](=[O:43])[C@H:8]([NH:10][C:11]([C:13]2[C:21]3[C:16](=[N:17][CH:18]=[C:19]([C:22]4[C:30]5[C:25](=[CH:26][C:27]([Cl:31])=[CH:28][CH:29]=5)[N:24]([CH2:32][CH:33]=[CH2:34])[N:23]=4)[N:20]=3)[N:15]([CH2:35][O:36][CH2:37][CH2:38][Si:39]([CH3:42])([CH3:41])[CH3:40])[CH:14]=2)=[O:12])[CH3:9])[CH2:4]1)#[N:2]>CO.[Pd]>[C:1]([CH:3]1[CH2:6][N:5]([C:7](=[O:43])[C@H:8]([NH:10][C:11]([C:13]2[C:21]3[C:16](=[N:17][CH:18]=[C:19]([C:22]4[C:30]5[C:25](=[CH:26][C:27]([Cl:31])=[CH:28][CH:29]=5)[N:24]([CH2:32][CH2:33][CH3:34])[N:23]=4)[N:20]=3)[N:15]([CH2:35][O:36][CH2:37][CH2:38][Si:39]([CH3:41])([CH3:40])[CH3:42])[CH:14]=2)=[O:12])[CH3:9])[CH2:4]1)#[N:2]. Reported procedure: To a solution of 2-(1-allyl-6-chloro-1H-indazol-3-yl)-5-(2-trimethylsilanylethoxymethyl)-5H-pyrrolo[2,3-b]pyrazine-7-carboxylic acid [(R)-2-(3-cyano-azetidin-1-yl)-1-methyl-2-oxo-ethyl]-amide (50 mg, 0.08 mmol) in MeOH (6 ml) was added 10% Pd on carbon (wet, 17 mg). The reaction mixture was stirred under an atmosphere of hydrogen (balloon) for 1.5 h then filtered over Celite, rinsing with EtOAc. The filtrate was concentrated and the residue was purified by silica gel chromatography with 50% to 1... Reactants: CCOC(C)=O, CCOC(C)=O, Cl, CC(C)(C)OC(=O)NC(CNC(=O)C(C)(C)C)C(=O)N1CCC(=C2c3ccccc3C=Cc3ccccc32)CC1. The product is Cl, CC(C)(C)C(=O)NCC(N)C(=O)N1CCC(=C2c3ccccc3C=Cc3ccccc32)CC1. Reaction SMILES: [C:41]([O:42][CH2:43][CH3:44])(=[O:45])[CH3:46].[CH3:48][CH2:49][O:50][C:51](=[O:52])[CH3:53].[ClH:47].[cH:1]1[cH:2][cH:3][cH:4][c:5]2[c:11]1[CH:10]=[CH:9][c:8]1[c:7]([cH:15][cH:14][cH:13][cH:12]1)[C:6]2=[C:16]1[CH2:17][CH2:18][N:19]([C:22]([CH:23]([CH2:24][NH:25][C:26]([C:27]([CH3:28])([CH3:29])[CH3:30])=[O:31])[NH:32][C:33](=[O:34])[O:35][C:36]([CH3:37])([CH3:38])[CH3:39])=[O:40])[CH2:20][CH2:21]1>>[ClH:47].[cH:1]1[cH:2][cH:3][cH:4][c:5]2[c:11]1[CH:10]=[CH:9][c:8]1[c:7]([cH:15][cH:14][cH:13][cH:12]1)[C:6]2=[C:16]1[CH2:17][CH2:18][N:19]([C:22]([CH:23]([CH2:24][NH:25][C:26]([C:27]([CH3:28])([CH3:29])[CH3:30])=[O:31])[NH2:32])=[O:40])[CH2:20][CH2:21]1. Run in C1(=CC=CC=C1)C (toluene). Reaction SMILES: [CH3:1][C:2]1[NH:3][C:4]2[C:9]([C:10]=1[CH3:11])=[CH:8][C:7]([C:12]([O:14][CH2:15][CH3:16])=[O:13])=[CH:6][CH:5]=2.I[C:18]1[CH:23]=[CH:22][CH:21]=[CH:20][CH:19]=1.P([O-])([O-])([O-])=O.[K+].[K+].[K+].[C@@H]1(N)CCCC[C@H]1N>C1(C)C=CC=CC=1.[Cu]I>[CH3:1][C:2]1[N:3]([C:18]2[CH:23]=[CH:22][CH:21]=[CH:20][CH:19]=2)[C:4]2[C:9]([C:10]=1[CH3:11])=[CH:8][C:7]([C:12]([O:14][CH2:15][CH3:16])=[O:13])=[CH:6][CH:5]=2 |f:2.3.4.5|. Run at temperature 100 celsius, time 24 hour. The product is CC=1N(C2=CC=C(C=C2C1C)C(=O)OCC)C1=CC=CC=C1 (ethyl 2,3-dimethyl-1-phenyl-1H-indole-5-carboxylate). Reported procedure: A 234 mg portion of ethyl 2,3-dimethyl-1H-indole-5-carboxylate was dissolved in 1 ml of toluene, and 0.145 ml of iodobenzene and 10 mg of copper(I) iodide and 480 mg of tripotassium phosphate and 26 ml of trans-1,2-cyclohexanediamine were added at room temperature, followed by stirring at 100° C. for 24 hours. After evaporation of the solvent under a reduced pressure, the residue was purified by silica gel column chromatography (hexane-ethyl acetate:hexane=1:4) to obtain 79 mg of ethyl 2,3-dimet... The reactants are IC1=CC=CC=C1 (iodobenzene), P(=O)([O-])([O-])[O-].[K+].[K+].[K+] (tripotassium phosphate), [C@@H]1([C@@H](CCCC1)N)N (trans-1,2-cyclohexanediamine), CC=1NC2=CC=C(C=C2C1C)C(=O)OCC (ethyl 2,3-dimethyl-1H-indole-5-carboxylate). The reagents and catalysts are [Cu]I (copper(I) iodide). Starting materials: O=C([O-])[O-], CCI, CN(C)C=O, O=[N+]([O-])C=C1NCCC1Cc1ccc(Cl)nc1, [K+], [K+]. Yields the product CCN1CCC(Cc2ccc(Cl)nc2)C1=C[N+](=O)[O-]. RXN SMILES: [C:21](=[O:22])([O-:23])[O-:24].[CH2:18]([CH3:19])[I:20].[CH3:27][N:28]([CH3:29])[CH:30]=[O:31].[Cl:1][c:2]1[n:3][cH:4][c:5]([CH2:8][CH:9]2[C:10](=[CH:14][N+:15](=[O:16])[O-:17])[NH:11][CH2:12][CH2:13]2)[cH:6][cH:7]1.[K+:25].[K+:26]>>[Cl:1][c:2]1[n:3][cH:4][c:5]([CH2:8][CH:9]2[C:10](=[CH:14][N+:15](=[O:16])[O-:17])[N:11]([CH2:18][CH3:19])[CH2:12][CH2:13]2)[cH:6][cH:7]1. The reactants are Cc1oc(-c2ccccc2)nc1COc1ccc(COc2ncccc2C=O)cc1, CCOC(=O)CP(=O)(OCC)OCC, CN(C)C=O, [H-], [Na+], O. The product is CCOC(=O)C=Cc1cccnc1OCc1ccc(OCc2nc(-c3ccccc3)oc2C)cc1. As a reaction SMILES: [CH3:1][c:2]1[c:3]([CH2:13][O:14][c:15]2[cH:16][cH:17][c:18]([CH2:19][O:20][c:21]3[n:22][cH:23][cH:24][cH:25][c:26]3[CH:27]=[O:28])[cH:29][cH:30]2)[n:4][c:5](-[c:7]2[cH:8][cH:9][cH:10][cH:11][cH:12]2)[o:6]1.[CH3:31][CH2:32][O:33][C:34](=[O:35])[CH2:36][P:37]([O:38][CH2:39][CH3:40])([O:41][CH2:42][CH3:43])=[O:44].[CH3:45][N:46]([CH3:47])[CH:48]=[O:49].[H-:50].[Na+:51].[OH2:52]>>[CH3:1][c:2]1[c:3]([CH2:13][O:14][c:15]2[cH:16][cH:17][c:18]([CH2:19][O:20][c:21]3[n:22][cH:23][cH:24][cH:25][c:26]3[CH:27]=[CH:36][C:34]([O:33][CH2:32][CH3:31])=[O:35])[cH:29][cH:30]2)[n:4][c:5](-[c:7]2[cH:8][cH:9][cH:10][cH:11][cH:12]2)[o:6]1.